describe an organic reaction: reactants, conditions, products, and yield From a dataset of the Open Reaction Database (ORD), a public repository of structured organic reaction records. Reactants: CS(=O)(=O)Nc1ccc(C(=O)CBr)cc1, c1ccc(CNCC2CCc3ccccc3C2)cc1, CC(C)=O, CCN(C(C)C)C(C)C. Yields the product CS(=O)(=O)Nc1ccc(C(=O)CN(Cc2ccccc2)CC2CCc3ccccc3C2)cc1. As a reaction SMILES: [Br:29][CH2:30][C:31](=[O:32])[c:33]1[cH:34][cH:35][c:36]([NH:37][S:38](=[O:39])(=[O:40])[CH3:41])[cH:42][cH:43]1.[CH2:1]([c:2]1[cH:3][cH:4][cH:5][cH:6][cH:7]1)[NH:8][CH2:9][CH:10]1[CH2:11][c:12]2[cH:13][cH:14][cH:15][cH:16][c:17]2[CH2:18][CH2:19]1.[CH3:44][C:45](=[O:46])[CH3:47].[CH:20]([N:21]([CH:22]([CH3:23])[CH3:24])[CH2:25][CH3:26])([CH3:27])[CH3:28]>>[CH2:1]([c:2]1[cH:3][cH:4][cH:5][cH:6][cH:7]1)[N:8]([CH2:9][CH:10]1[CH2:11][c:12]2[cH:13][cH:14][cH:15][cH:16][c:17]2[CH2:18][CH2:19]1)[CH2:30][C:31](=[O:32])[c:33]1[cH:34][cH:35][c:36]([NH:37][S:38](=[O:39])(=[O:40])[CH3:41])[cH:42][cH:43]1.